From a dataset of the Open Reaction Database (ORD), a public repository of structured organic reaction records. describe an organic reaction: reactants, conditions, products, and yield The reactants are C(#N)C=1C=C(C(=O)OC)C=CC1 (methyl 3-cyanobenzoate), C(C)(=O)OC(C)(C)C.[Li] (lithium tert.-butyl acetate). The product is C(C)(C)(C)OC(CC(=O)C1=CC(=CC=C1)C#N)=O (3-(3-Cyano-phenyl)-3-oxo-propionic acid tert-butyl ester). Reaction SMILES: [C:1]([C:3]1[CH:4]=[C:5]([CH:10]=[CH:11][CH:12]=1)[C:6]([O:8]C)=O)#[N:2].[C:13]([O:16][C:17]([CH3:20])([CH3:19])[CH3:18])(=[O:15])[CH3:14].[Li]>>[C:17]([O:16][C:13](=[O:15])[CH2:14][C:6]([C:5]1[CH:10]=[CH:11][CH:12]=[C:3]([C:1]#[N:2])[CH:4]=1)=[O:8])([CH3:20])([CH3:19])[CH3:18] |f:1.2,^1:20|. Procedure: Prepared from methyl 3-cyanobenzoate [CAS-No. 13531-48-1] by treatment with lithium tert.-butyl acetate according to general procedure H (method b). Obtained as a light brown oily semisolid. MS (EI) 245 (M+). The reactants are COc1ccc(CN2C(=O)C(N=[N+]=[N-])C2CC(OC)OC)c(OC)c1, COc1ccc(C=O)c(OC)c1, CC#N, [K+], [K+], [K+], [K+], O, O=P([O-])([O-])O, O=S(=O)([O-])OOS(=O)(=O)[O-]. Product: COC(CC1NC(=O)C1N=[N+]=[N-])OC. Reaction SMILES: [CH3:1][O:2][c:3]1[cH:4][c:5]([O:20][CH3:21])[cH:22][cH:23][c:24]1[CH2:25][N:6]1[CH:7]([CH2:14][CH:15]([O:16][CH3:17])[O:18][CH3:19])[CH:8]([N:11]=[N+:12]=[N-:13])[C:9]1=[O:10].[CH3:45][O:46][c:47]1[cH:48][c:49]([O:50][CH3:51])[cH:52][cH:53][c:54]1[CH:55]=[O:56].[CH3:57][C:58]#[N:59].[K+:36].[K+:37].[K+:43].[K+:44].[OH2:60].[P:38]([O-:39])([O-:40])([OH:41])=[O:42].[S:26]([O:27][O:28][S:29]([O-:30])(=[O:31])=[O:32])([O-:33])(=[O:34])=[O:35]>>[NH:6]1[CH:7]([CH2:14][CH:15]([O:16][CH3:17])[O:18][CH3:19])[CH:8]([N:11]=[N+:12]=[N-:13])[C:9]1=[O:10]. Reactants: OCCCO, Cc1ccccc1, O=CC1CCC(Cl)CC1, O. Product: ClC1CCC(C2OCCCO2)CC1. RXN SMILES: [CH2:10]([CH2:11][CH2:12][OH:13])[OH:14].[CH3:16][c:17]1[cH:18][cH:19][cH:20][cH:21][cH:22]1.[Cl:1][CH:2]1[CH2:3][CH2:4][CH:5]([CH:8]=[O:9])[CH2:6][CH2:7]1.[OH2:15]>>[Cl:1][CH:2]1[CH2:3][CH2:4][CH:5]([CH:8]2[O:9][CH2:10][CH2:11][CH2:12][O:13]2)[CH2:6][CH2:7]1.